This data is from the Open Reaction Database (ORD), a public repository of structured organic reaction records. The task is: describe an organic reaction: reactants, conditions, products, and yield Starting materials: C1(CCCCC1)CCCCCCCCCCCCBr (12-cyclohexyldodecyl bromide), CC1(OCC(O1)CO)C (1,2-isopropylideneglycerol), aqueous solution, [OH-].[Na+] (sodium hydroxide). The reagents and catalysts are [Cl-].C(CCCCCCCCCCCCCCC)[N+](C)(C)C (cetyltrimethylammonium chloride). Run in CCCCCC (hexane). Reaction conditions: temperature 80 celsius, time 10 hour. The product is C1(CCCCC1)CCCCCCCCCCCCOCC(O)CO (1-O-(12-Cyclohexyl)dodecylglycerol). The yield is 24.0%. Reaction SMILES: [CH:1]1([CH2:7][CH2:8][CH2:9][CH2:10][CH2:11][CH2:12][CH2:13][CH2:14][CH2:15][CH2:16][CH2:17][CH2:18]Br)[CH2:6][CH2:5][CH2:4][CH2:3][CH2:2]1.CC1(C)[O:25][CH:24]([CH2:26][OH:27])[CH2:23][O:22]1.[OH-].[Na+]>[Cl-].C([N+](C)(C)C)CCCCCCCCCCCCCCC.CCCCCC>[CH:1]1([CH2:7][CH2:8][CH2:9][CH2:10][CH2:11][CH2:12][CH2:13][CH2:14][CH2:15][CH2:16][CH2:17][CH2:18][O:22][CH2:23][CH:24]([CH2:26][OH:27])[OH:25])[CH2:6][CH2:5][CH2:4][CH2:3][CH2:2]1 |f:2.3,4.5|. Reported procedure: A mixture of 40.8 g (0.123 mole) of 12-cyclohexyldodecyl bromide, 22.7 g (0.172 mole) of 1,2-isopropylideneglycerol, 1.0 g of cetyltrimethylammonium chloride and 27.6 g (0.344 mole) of 50% aqueous solution of sodium hydroxide was stirred at 80° C. for 10 hours. Then to the reaction mixture was added 200 ml of hexane, and the resulting mixture was washed with water, and dried (MgSO4), followed by evaporation of the solvent under reduced pressure. To the residue were added 200 ml of methanol and 4... Reactants: [Li+].C[Si](C)(C)[N-][Si](C)(C)C (LiHMDS), CN(C)CC(=O)OCC (Ethyl (dimethylamino)acetate), BrCC1=CC=C(C(=O)OC(C)(C)C)C=C1 (Tert-butyl 4-(bromomethyl)benzoate). Solvent: C1CCOC1 (THF), C1CCOC1 (THF). Reaction conditions: temperature -78 celsius, time 30 minute. Yields the product CN(C(CC1=CC=C(C(=O)OC(C)(C)C)C=C1)C(=O)OCC)C (Tert-butyl 4-[2-(dimethylamino)-3-ethoxy-3-oxopropyl]benzoate). As a reaction SMILES: [CH3:1][N:2]([CH2:4][C:5]([O:7][CH2:8][CH3:9])=[O:6])[CH3:3].[Li+].C[Si]([N-][Si](C)(C)C)(C)C.Br[CH2:21][C:22]1[CH:34]=[CH:33][C:25]([C:26]([O:28][C:29]([CH3:32])([CH3:31])[CH3:30])=[O:27])=[CH:24][CH:23]=1>C1COCC1>[CH3:1][N:2]([CH3:3])[CH:4]([C:5]([O:7][CH2:8][CH3:9])=[O:6])[CH2:21][C:22]1[CH:34]=[CH:33][C:25]([C:26]([O:28][C:29]([CH3:30])([CH3:32])[CH3:31])=[O:27])=[CH:24][CH:23]=1 |f:1.2|. Reported procedure: Ethyl (dimethylamino)acetate (0.16 mL, 1.11 mmol) was dissolved in THF (10 mL) and cooled to −78° C. LiHMDS (1.2 mL, 1M solution in THF) was added. The reaction was allowed to stir about 30 minutes. Tert-butyl 4-(bromomethyl)benzoate (0.3063 g, 1.13 mmol) in THF (3 mL) was slowly added to the reaction. The reaction was allowed to stir overnight under nitrogen, slowly warming to room temperature. The reaction was quenched with saturated ammonium chloride and diluted with ethyl acetate. The result... The reactants are imide, ClC1=C(NC2=NN(C(C2)=O)C2=C(C=C(C=C2Cl)Cl)Cl)C=C(C=C1)NC(CCCCCCCCCCCCC)=O (3-(2-chloro-5-tetradecaneamidoanilino)-1-(2,4,6-trichlorophenyl)-2-pyrazolin-5-one), C(=O)(O)C=1C=C(C=CC1)N1N=NN=C1S (1-(3-carboxyphenyl)-5-mercaptotetrazole), O (water). Run in CN(C=O)C (DMF), CN(C=O)C (dimethylformamide). Reaction conditions: time 30 minute. Product: ClC1=C(NC2=NN(C(C2SC2=NN=NN2C2=CC(=CC=C2)C(=O)O)=O)C2=C(C=C(C=C2Cl)Cl)Cl)C=C(C=C1)NC(CCCCCCCCCCCCC)=O (3-(2-chloro-5-tetradecaneamidoanilino)-1-(2,4,6-trichlorophenyl)-4-[1-(3-carboxyphenyl)-5-tetrazolylthio]-2-pyrazolin-5-one). The yield is 69.0%. RXN SMILES: [Cl:1][C:2]1[CH:23]=[CH:22][C:21]([NH:24][C:25](=[O:39])[CH2:26][CH2:27][CH2:28][CH2:29][CH2:30][CH2:31][CH2:32][CH2:33][CH2:34][CH2:35][CH2:36][CH2:37][CH3:38])=[CH:20][C:3]=1[NH:4][C:5]1[CH2:9][C:8](=[O:10])[N:7]([C:11]2[C:16]([Cl:17])=[CH:15][C:14]([Cl:18])=[CH:13][C:12]=2[Cl:19])[N:6]=1.[C:40]([C:43]1[CH:44]=[C:45]([N:49]2[C:53]([SH:54])=[N:52][N:51]=[N:50]2)[CH:46]=[CH:47][CH:48]=1)([OH:42])=[O:41].O>CN(C)C=O>[Cl:1][C:2]1[CH:23]=[CH:22][C:21]([NH:24][C:25](=[O:39])[CH2:26][CH2:27][CH2:28][CH2:29][CH2:30][CH2:31][CH2:32][CH2:33][CH2:34][CH2:35][CH2:36][CH2:37][CH3:38])=[CH:20][C:3]=1[NH:4][C:5]1[CH:9]([S:54][C:53]2[N:49]([C:45]3[CH:46]=[CH:47][CH:48]=[C:43]([C:40]([OH:42])=[O:41])[CH:44]=3)[N:50]=[N:51][N:52]=2)[C:8](=[O:10])[N:7]([C:11]2[C:12]([Cl:19])=[CH:13][C:14]([Cl:18])=[CH:15][C:16]=2[Cl:17])[N:6]=1. Reported procedure: A mixture of 15.4 g of 3-(2-chloro-5-tetradecaneamidoanilino)-1-(2,4,6-trichlorophenyl)-2-pyrazolin-5-one and 5.4 g of 1-(3-carboxyphenyl)-5-mercaptotetrazole was dissolved in 100 ml of dimethylformamide (DMF), and a solution of 4.9 g of N-glucosuccinic acid imide in 20 ml of DMF was added dropwise thereto at room temperature. The resulting mixture was stirred for 30 minutes, and 500 ml of water was added thereto. The mixture was then extracted with ethyl acetate. The ethyl acetate was distilled... Starting materials: ClCC1=CC=C(C=C1)CC(=O)O (p-chloromethylphenylacetic acid), S(=O)(Cl)Cl (thionyl chloride), S(=O)(Cl)Cl (thionyl chloride). Product: ClCC1=CC=C(C=C1)CC(=O)Cl (p-chloromethylphenylacetyl chloride). As a reaction SMILES: [Cl:1][CH2:2][C:3]1[CH:8]=[CH:7][C:6]([CH2:9][C:10]([OH:12])=O)=[CH:5][CH:4]=1.S(Cl)([Cl:15])=O>>[Cl:1][CH2:2][C:3]1[CH:8]=[CH:7][C:6]([CH2:9][C:10]([Cl:15])=[O:12])=[CH:5][CH:4]=1. Procedure details: A mixture of 1 g of p-chloromethylphenylacetic acid and 6 ml of thionyl chloride is stirred at room temperature for 25 hours after which the excess thionyl chloride is removed under vacuum to yield p-chloromethylphenylacetyl chloride. Starting materials: C(C)(=O)C=1C=C(C(=O)OC(C)(C)C)C=CC1 (tert-butyl (3-acetyl)benzoate), (S)-oxazaborolidine, CO (methanol). Yield: 92.7%. Run in C(Cl)Cl (CH2Cl2), C(Cl)Cl (CH2Cl2). RXN SMILES: [C:1]([C:4]1[CH:5]=[C:6]([CH:14]=[CH:15][CH:16]=1)[C:7]([O:9][C:10]([CH3:13])([CH3:12])[CH3:11])=[O:8])(=[O:3])[CH3:2].CO>C(Cl)Cl>[C:10]([O:9][C:7]([C:6]1[CH:5]=[C:4]([C@H:1]([OH:3])[CH3:2])[CH:16]=[CH:15][CH:14]=1)=[O:8])([CH3:13])([CH3:11])[CH3:12]. Procedure: In a dry flask under nitrogen, (S)-oxazaborolidine (4.81 mmol) was dissolved in dry CH2Cl2 (12 mL). This solution was maintained between −20° C. and −25° C. as a solution of tert-butyl (3-acetyl)benzoate (4.20 mmol) in dry CH2Cl2 (12 mL) was added dropwise over 20 minutes. The reaction mixture was then allowed to warm to room temperature for 45 minutes. This mixture was then cooled to −78° C. and methanol (20 mL) added dropwise. The mixture was allowed to warm to room temperature. Solvent was re... The product is C(C)(C)(C)OC(=O)C=1C=C(C=CC1)[C@@H](C)O ((R)-1-(3-Tert-butyloxycarbonylphenyl)ethanol). Starting materials: Br.NC1=CC=C(C=C1)C=1N=CC(NC1)=O (5-(4-aminophenyl)-2-(1H)-pyrazinone hydrobromide), N1=CC=CC=C1 (pyridine), CN(C=O)C (dimethylformamide), Cl.C(C1=CC=NC=C1)Cl (isonicotinyl chloride hydrochloride), CN(C=O)C (dimethylformamide). Product: C(C1=CC=NC=C1)(=O)NC1=CC=C(C=C1)C=1N=CC(NC1)=O (5-(4-Isonicotinamidophenyl)-2(1H)-pyrazinone). As a reaction SMILES: Br.[NH2:2][C:3]1[CH:8]=[CH:7][C:6]([C:9]2[N:10]=[CH:11][C:12](=[O:15])[NH:13][CH:14]=2)=[CH:5][CH:4]=1.[N:16]1[CH:21]=[CH:20][CH:19]=[CH:18][CH:17]=1.Cl.C(Cl)C1C=CN=CC=1.CN(C)[CH:33]=[O:34]>>[C:33]([NH:2][C:3]1[CH:4]=[CH:5][C:6]([C:9]2[N:10]=[CH:11][C:12](=[O:15])[NH:13][CH:14]=2)=[CH:7][CH:8]=1)(=[O:34])[C:19]1[CH:20]=[CH:21][N:16]=[CH:17][CH:18]=1 |f:0.1,3.4|. Procedure: To a stirred solution of 5-(4-aminophenyl)-2-(1H)-pyrazinone hydrobromide (1.3 g) in dimethylformamide (20 ml) containing pyridine (1 ml) was added a solution of isonicotinyl chloride hydrochloride (1.3 g) in dimethylformamide (10 ml). The mixture was heated under reflux for 4 hours and evaporated to small volume. Water was added to the residue and the solid (1.0 g) was collected, washed with water, dilute sodium hydroxide solution (pH8), water and then dried to give the title compound m.p. 303°... Reactants: Cl.CC1(C=2C=CC(=CC2C(CC1)(C)C)C1=NOC(=N1)C1CCNCC1)C (4-[3-(5,5,8,8-tetramethyl-5,6,7,8-tetrahydronaphthalen-2-yl)-1,2,4-oxadiazol-5-yl]piperidine hydrochloride), OCCCCC=O (5-hydroxypentanal). The product is CC1(C=2C=CC(=CC2C(CC1)(C)C)C1=NOC(=N1)C1CCN(CC1)CCCCCO)C (5-{4-[3-(5,5,8,8-tetramethyl-5,6,7,8-tetrahydronaphthalen-2-yl)-1,2,4-oxadiazol-5-yl]piperidin-1-yl}pentan-1-ol). Reaction SMILES: Cl.[CH3:2][C:3]1([CH3:26])[CH2:12][CH2:11][C:10]([CH3:14])([CH3:13])[C:9]2[CH:8]=[C:7]([C:15]3[N:19]=[C:18]([CH:20]4[CH2:25][CH2:24][NH:23][CH2:22][CH2:21]4)[O:17][N:16]=3)[CH:6]=[CH:5][C:4]1=2.[OH:27][CH2:28][CH2:29][CH2:30][CH2:31][CH:32]=O>>[CH3:2][C:3]1([CH3:26])[CH2:12][CH2:11][C:10]([CH3:13])([CH3:14])[C:9]2[CH:8]=[C:7]([C:15]3[N:19]=[C:18]([CH:20]4[CH2:25][CH2:24][N:23]([CH2:32][CH2:31][CH2:30][CH2:29][CH2:28][OH:27])[CH2:22][CH2:21]4)[O:17][N:16]=3)[CH:6]=[CH:5][C:4]1=2 |f:0.1|. Reported procedure: The preparation was carried out as already described via a reductive amination starting from 95 mg (0.26 mmol) of 4-[3-(5,5,8,8-tetramethyl-5,6,7,8-tetrahydronaphthalen-2-yl)-1,2,4-oxadiazol-5-yl]piperidine hydrochloride and 52 mg (0.51 mmol) of 5-hydroxypentanal. The reactants are ammonium ion, CCCCCCCC/C=C/CCCCCCCC(=O)OCC(COP(=O)(O)OCCNC(=O)CCC(=O)OCCOC)OC(=O)CCCCCCC/C=C/CCCCCCCC (PEG-PE), CC(C)CCC[C@@H](C)[C@H]1CC[C@H]2[C@@H]3CC=C4C[C@@H](O)CC[C@]4(C)[C@H]3CC[C@]12C (cholesterol), C(Cl)(Cl)Cl (chloroform), C[C@H]1[C@@H]([C@H](C[C@@H](O1)O[C@H]2C[C@@](CC=3C2=C(C4=C(C3O)C(=O)C5=CC=CC(=C5C4=O)OC)O)(C(=O)CO)O)N)O (epirubicin). Run in phospholipid. Product: C[C@H]1[C@@H]([C@H](C[C@@H](O1)O[C@H]2C[C@@](CC=3C2=C(C4=C(C3O)C(=O)C5=CC=CC(=C5C4=O)OC)O)(C(=O)CO)O)N)O.Cl (Epirubicin HCl), C[C@H]1[C@H]([C@H](C[C@@H](O1)O[C@H]2C[C@@](CC=3C2=C(C4=C(C3O)C(=O)C5=CC=CC(=C5C4=O)OC)O)(C(=O)CO)O)N)O.Cl (doxorubicin HCL). As a reaction SMILES: CCCCCCCC/C=C/CCCCCCCC(OCC(OC(CCCCCCC/C=C/CCCCCCCC)=O)COP(OCCNC(CCC(OCCOC)=O)=O)(O)=O)=O.CC(CCC[C@H]([C@@H]1[C@]2(C)[C@H]([C@H]3[C@H](CC2)[C@]2(C)C(C[C@H](CC2)O)=CC3)CC1)C)C.[CH3:91][C@@H:92]1[O:97][C@@H:96]([O:98][C@@H:99]2[C:104]3=[C:105]([OH:122])[C:106]4[C:118](=[O:119])[C:117]5[C:112](=[CH:113][CH:114]=[CH:115][C:116]=5[O:120][CH3:121])[C:110](=[O:111])[C:107]=4[C:108]([OH:109])=[C:103]3[CH2:102][C@@:101]([OH:127])([C:123]([CH2:125][OH:126])=[O:124])[CH2:100]2)[CH2:95][C@H:94]([NH2:128])[C@H:93]1[OH:129].C(Cl)(Cl)[Cl:131]>>[CH3:91][C@@H:92]1[O:97][C@@H:96]([O:98][C@@H:99]2[C:104]3=[C:105]([OH:122])[C:106]4[C:118](=[O:119])[C:117]5[C:112](=[CH:113][CH:114]=[CH:115][C:116]=5[O:120][CH3:121])[C:110](=[O:111])[C:107]=4[C:108]([OH:109])=[C:103]3[CH2:102][C@@:101]([OH:127])([C:123]([CH2:125][OH:126])=[O:124])[CH2:100]2)[CH2:95][C@H:94]([NH2:128])[C@H:93]1[OH:129].[ClH:131].[CH3:91][C@@H:92]1[O:97][C@@H:96]([O:98][C@@H:99]2[C:104]3=[C:105]([OH:122])[C:106]4[C:118](=[O:119])[C:117]5[C:112](=[CH:113][CH:114]=[CH:115][C:116]=5[O:120][CH3:121])[C:110](=[O:111])[C:107]=4[C:108]([OH:109])=[C:103]3[CH2:102][C@@:101]([OH:127])([C:123]([CH2:125][OH:126])=[O:124])[CH2:100]2)[CH2:95][C@H:94]([NH2:128])[C@@H:93]1[OH:129].[ClH:131] |f:4.5,6.7|. Reported procedure: Vesicle-forming lipids containing PEG-PE, PG, PHEPC, and cholesterol and α-TC in a mole ratio of 0.15: 0.3: 1.85: 1: 0.2 were dissolved in chloroform to a final lipid concentration of 25 μmol phospholipid/ml. The lipid mixture was dried into a thin film under reduced pressure. The film was hydrated with a solution of 0.125 M ammonium sulfate to form MLVs. The MLV suspension was frozen in a dry ice acetone bath and thawed three times and sized to 80-100 nm by extrusion as detailed above. An ammon... Reactants: OC1C(SC=C1)C#N (3-hydroxy-2-cyanodihydrothiophene), C(Cl)(Cl)Cl (chloroform). Run in [N+](=[N-])=C (diazomethane), CCOCC (ether). Conditions: temperature 0 celsius, time 12 hour. Product: COC1C(SC=C1)C#N (3-methoxy-2-cyanodihydrothiophene). The yield is 72.0%. RXN SMILES: [OH:1][CH:2]1[CH:6]=[CH:5][S:4][CH:3]1[C:7]#[N:8].[CH:9](Cl)(Cl)Cl>[N+](=C)=[N-].CCOCC>[CH3:9][O:1][CH:2]1[CH:6]=[CH:5][S:4][CH:3]1[C:7]#[N:8]. Procedure: 12.7 Parts of 3-hydroxy-2-cyanodihydrothiophene are dissolved in 100 parts by volume of chloroform and 200 parts by volume of a 4 percent strength by weight solution of diazomethane in ether are added at 0° C. The solution is stirred for 12 hours at 0° C. and is concentrated under reduced pressure. The residue is distilled. 10.1 parts (72% of theory) of 3-methoxy-2-cyanodihydrothiophene of boiling point 82°-83° C./0.35 mbar are obtained. The yield is 78.3%. Reactants: C(C)(=O)O[BH-](OC(C)=O)OC(C)=O.[Na+] (sodium triacetoxyborohydride), C(C)(C)(C)OC(=O)N1CC(OCC1)C1=CC=C(C=C1)N ((RS)-2-(4-amino-phenyl)-morpholine-4-carboxylic acid tert-butyl ester), ClC1=CC=C(C=O)C=C1 (4-chlorobenzaldehyde), CC(=O)O (AcOH). Solvent: C1CCOC1 (THF). Product: C(C)(C)(C)OC(=O)N1CC(OCC1)C1=CC=C(C=C1)NCC1=CC=C(C=C1)Cl ((RS)-2-[4-(4-chloro-benzylamino)-phenyl]-morpholine-4-carboxylic acid tert-butyl ester). As a reaction SMILES: [C:1]([O:5][C:6]([N:8]1[CH2:13][CH2:12][O:11][CH:10]([C:14]2[CH:19]=[CH:18][C:17]([NH2:20])=[CH:16][CH:15]=2)[CH2:9]1)=[O:7])([CH3:4])([CH3:3])[CH3:2].[Cl:21][C:22]1[CH:29]=[CH:28][C:25]([CH:26]=O)=[CH:24][CH:23]=1.CC(O)=O.C(O[BH-](OC(=O)C)OC(=O)C)(=O)C.[Na+]>C1COCC1>[C:1]([O:5][C:6]([N:8]1[CH2:13][CH2:12][O:11][CH:10]([C:14]2[CH:15]=[CH:16][C:17]([NH:20][CH2:26][C:25]3[CH:28]=[CH:29][C:22]([Cl:21])=[CH:23][CH:24]=3)=[CH:18][CH:19]=2)[CH2:9]1)=[O:7])([CH3:4])([CH3:2])[CH3:3] |f:3.4|. Reaction conditions: temperature 60 celsius, time 3 hour. Reported procedure: To a mixture of (RS)-2-(4-amino-phenyl)-morpholine-4-carboxylic acid tert-butyl ester (60 mg, CAS 1002726-96-6), 4-chlorobenzaldehyde (33.3 mg) and AcOH (123 μl) in THF (2 ml) was added sodium triacetoxyborohydride (68.5 mg). The reaction mixture was then capped and the mixture was shaken at 60° C. for 3 h. The crude reaction mixture was then concentrated in vacuo and the residue was purified by flash column chromatography (silica gel; gradient: 0% to 65% EtOAc in hexanes) to afford (RS)-2-[4-(4...